The task is: describe an organic reaction: reactants, conditions, products, and yield. This data is from the Open Reaction Database (ORD), a public repository of structured organic reaction records. Starting materials: [N+](=O)([O-])C1=C(N)C=C(C=C1)S (2-nitro-5-mercaptoaniline), C(C)OCCl (chloromethyl ethyl ether), CN(C=O)C (dimethylformamide), [H-].[Na+] (sodium hydride). Run in O (water). Reaction conditions: time 1 hour. Yields the product [N+](=O)([O-])C1=C(N)C=C(C=C1)SCOCC (2-nitro-5-(ethoxymethylthio)aniline). Reaction SMILES: [N+:1]([C:4]1[CH:10]=[CH:9][C:8]([SH:11])=[CH:7][C:5]=1[NH2:6])([O-:3])=[O:2].CN(C)C=O.[H-].[Na+].[CH2:19]([O:21][CH2:22]Cl)[CH3:20]>O>[N+:1]([C:4]1[CH:10]=[CH:9][C:8]([S:11][CH2:22][O:21][CH2:19][CH3:20])=[CH:7][C:5]=1[NH2:6])([O-:3])=[O:2] |f:2.3|. Procedure: A solution of 3.4 g. of 2-nitro-5-mercaptoaniline in 20 ml. of dimethylformamide is treated with 0.5 g. of 100% sodium hydride. After 1 hour, 2.2 g. of chloromethyl ethyl ether is added. After a further hour, the solution is diluted with water and extracted with chloroform. Removal of the solvent leaves 2-nitro-5-(ethoxymethylthio)aniline. Starting materials: C(C)(C)(C)OC(=O)N1CCC(CC1)CCOC1=NC(=NC(=C1C(NCC1=CC=CC=C1)=O)Cl)S(=O)(=O)C (4-[2-(5-benzylcarbamoyl-6-chloro-2-methanesulfonylpyrimidin-4-yloxy)ethyl]piperidine-1-carboxylic acid tert-butyl ester), [C-]#N.[Na+] (NaCN). Reagents/catalysts: [Br-].C(CCC)[N+](CCCC)(CCCC)CCCC (tetra-n-butylammonium bromide). Run in C(Cl)Cl.O (CH2Cl2 H2O), C(Cl)Cl (CH2Cl2). Reaction conditions: time 1.5 hour. Yields the product C(C)(C)(C)OC(=O)N1CCC(CC1)CCOC1=NC(=NC(=C1C(NCC1=CC=CC=C1)=O)Cl)C#N (4-[2-(5-benzylcarbamoyl-6-chloro-2-cyano-pyrimidin-4-yloxy)ethyl]piperidine-1-carboxylic acid tert-butyl ester). Reaction SMILES: [C:1]([O:5][C:6]([N:8]1[CH2:13][CH2:12][CH:11]([CH2:14][CH2:15][O:16][C:17]2[C:22]([C:23](=[O:32])[NH:24][CH2:25][C:26]3[CH:31]=[CH:30][CH:29]=[CH:28][CH:27]=3)=[C:21]([Cl:33])[N:20]=[C:19](S(C)(=O)=O)[N:18]=2)[CH2:10][CH2:9]1)=[O:7])([CH3:4])([CH3:3])[CH3:2].[C-:38]#[N:39].[Na+]>C(Cl)Cl.O.[Br-].C([N+](CCCC)(CCCC)CCCC)CCC.C(Cl)Cl>[C:1]([O:5][C:6]([N:8]1[CH2:13][CH2:12][CH:11]([CH2:14][CH2:15][O:16][C:17]2[C:22]([C:23](=[O:32])[NH:24][CH2:25][C:26]3[CH:31]=[CH:30][CH:29]=[CH:28][CH:27]=3)=[C:21]([Cl:33])[N:20]=[C:19]([C:38]#[N:39])[N:18]=2)[CH2:10][CH2:9]1)=[O:7])([CH3:4])([CH3:3])[CH3:2] |f:1.2,3.4,5.6|. Procedure details: To a solution of the above product, 4-[2-(5-benzylcarbamoyl-6-chloro-2-methanesulfonylpyrimidin-4-yloxy)ethyl]piperidine-1-carboxylic acid tert-butyl ester in CH2Cl2/H2O (20 mL/2 mL) is added NaCN (3.3 mmol) and tetra-n-butylammonium bromide (0.14 mmol) at 0° C. After warmed up to room temperature, the reaction mixture is vigorously stirred for 1.5 h at room temperature. The mixture is diluted with CH2Cl2, washed with aq. NaHCO3. The organic layer is dried over Na2SO4, filtered, and concentrated... Reactants: COc1nc(CC(=O)OC(C)(C)C)c([N+](=O)[O-])cc1C, CCCCCC, O=C(O)C(F)(F)F. The product is COc1nc(CC(=O)O)c([N+](=O)[O-])cc1C. Reaction SMILES: [CH3:1][O:2][c:3]1[c:4]([CH3:20])[cH:5][c:6]([N+:17](=[O:18])[O-:19])[c:7]([CH2:9][C:10](=[O:11])[O:12][C:13]([CH3:14])([CH3:15])[CH3:16])[n:8]1.[CH3:28][CH2:29][CH2:30][CH2:31][CH2:32][CH3:33].[F:21][C:22]([F:23])([F:24])[C:25]([OH:26])=[O:27]>>[CH3:1][O:2][c:3]1[c:4]([CH3:20])[cH:5][c:6]([N+:17](=[O:18])[O-:19])[c:7]([CH2:9][C:10](=[O:11])[OH:12])[n:8]1. Starting materials: C1CCC2=NCCCN2CC1 (DBU), CS(=O)(=O)C1=CC=C(C=C1)NC1=NNC=C1C(=O)N (3-((4-(methylsulfonyl)phenyl)amino)-1H-pyrazole-4-carboxamide), CS(=O)(=O)C1=CC=C(C=C1)NC1=NNC=C1C(=O)N (3-((4-(methylsulfonyl)phenyl)amino)-1H-pyrazole-4-carboxamide), C(#N)C=C1CCN(CC1)C(=O)OC(C)(C)C (tert-butyl 4-(cyanomethylidene)piperidine-1-carboxylate), C(#N)C=C1CCN(CC1)C(=O)OC(C)(C)C (tert-butyl 4-(cyanomethylidene)piperidine-1-carboxylate), O (water). Run in CN(C)C=O (DMF). Reaction conditions: temperature 50 celsius. The product is C(N)(=O)C=1C(=NN(C1)C1(CCN(CC1)C(=O)OC(C)(C)C)CC#N)NC1=CC=C(C=C1)S(=O)(=O)C (tert-Butyl 4-(4-carbamoyl-3-{[4-(methylsulfonyl)phenyl]amino}-1H-pyrazol-1-yl)-4-(cyanomethyl)piperidine-1-carboxylate). As a reaction SMILES: C1CCN2C(=NCCC2)CC1.[CH3:12][S:13]([C:16]1[CH:21]=[CH:20][C:19]([NH:22][C:23]2[C:27]([C:28]([NH2:30])=[O:29])=[CH:26][NH:25][N:24]=2)=[CH:18][CH:17]=1)(=[O:15])=[O:14].[C:31]([CH:33]=[C:34]1[CH2:39][CH2:38][N:37]([C:40]([O:42][C:43]([CH3:46])([CH3:45])[CH3:44])=[O:41])[CH2:36][CH2:35]1)#[N:32].O>CN(C=O)C>[C:28]([C:27]1[C:23]([NH:22][C:19]2[CH:18]=[CH:17][C:16]([S:13]([CH3:12])(=[O:14])=[O:15])=[CH:21][CH:20]=2)=[N:24][N:25]([C:34]2([CH2:33][C:31]#[N:32])[CH2:35][CH2:36][N:37]([C:40]([O:42][C:43]([CH3:44])([CH3:45])[CH3:46])=[O:41])[CH2:38][CH2:39]2)[CH:26]=1)(=[O:29])[NH2:30]. Reported procedure: DBU (0.118 mL, 0.785 mmol) was added 3-((4-(methylsulfonyl)phenyl)amino)-1H-pyrazole-4-carboxamide (Intermediate 34-2) (200 mg, 0.714 mmol) and tert-butyl 4-(cyanomethylidene)piperidine-1-carboxylate (Intermediate 19-1) (317 mg, 1.43 mmol) stirred in DMF (3 mL) and the mixture was heated to 50° C. for 5 h. The reaction mixture was cooled to 23° C., water was added to the reaction mixture and the mixture was extracted with ethyl acetate. The combined organic fractions were dried (Na2SO4), filtere... Starting materials: [Cl-].[Cr+3].N1C(=NC2=C1C=CC=C2)CNCC2=NC1=C(N2)C=CC=C1.[Cl-].[Cl-] (N,N-bis(1H-benzimidazol-2-ylmethyl)amine chromium (III) chloride), [K+].[Br-] (KBr), N1C(=NC2=C1C=CC=C2)CN(CCCC2=CC=CC=C2)CC2=NC1=C(N2)C=CC=C1 (N,N-bis(1-H-benzimidazol-2-ylmethyl)-N-(3-phenyl)propylamine), CrCl3(THF)3. Product: [Cl-].[Cr+3].N1C(=NC2=C1C=CC=C2)CN(CCCC2=CC=CC=C2)CC2=NC1=C(N2)C=CC=C1.[Cl-].[Cl-] (N,N-bis(1H-benzimidazol-2-ylmethyl)-N-(3-phenyl)propylamine chromium (III) chloride). As a reaction SMILES: [Cl-:1].[Cr+3:2].N1C2C=CC=CC=2N=C1CNCC1NC2C=CC=CC=2N=1.[Cl-].[Cl-].[NH:26]1[C:30]2[CH:31]=[CH:32][CH:33]=[CH:34][C:29]=2[N:28]=[C:27]1[CH2:35][N:36]([CH2:46][C:47]1[NH:51][C:50]2[CH:52]=[CH:53][CH:54]=[CH:55][C:49]=2[N:48]=1)[CH2:37][CH2:38][CH2:39][C:40]1[CH:45]=[CH:44][CH:43]=[CH:42][CH:41]=1.[K+].[Br-]>>[Cl-:1].[Cr+3:2].[NH:26]1[C:30]2[CH:31]=[CH:32][CH:33]=[CH:34][C:29]=2[N:28]=[C:27]1[CH2:35][N:36]([CH2:46][C:47]1[NH:48][C:49]2[CH:55]=[CH:54][CH:53]=[CH:52][C:50]=2[N:51]=1)[CH2:37][CH2:38][CH2:39][C:40]1[CH:45]=[CH:44][CH:43]=[CH:42][CH:41]=1.[Cl-:1].[Cl-:1] |f:0.1.2.3.4,6.7,8.9.10.11.12|. Reported procedure: 3c was synthesised by an analogous procedure to that described for 3a using 2c (1 g, 2.53 mmol) and CrCl3(THF)3 (0.95 g, 2.53 mmol). Yield 1.00 g (71%). Anal. Calc. for C25H25Cl3CrN5 (in %): C, 54.21; H, 4.55; N, 12.64%. Found C, 54.32; H, 4.79; N, 12.50. IR (KBr, cm−1), υ 3231 (NH, s), υ 1622 (ArC═C, C═N, m), δ 1454, 1477, 1498 (N—H, s, m), υ 1274 (CN, m), δ 752 (CH, s). +FAB-MS: (m/z): 517 ([M-Cl]), 482 ([M-2Cl]+). μeff·=3.87 MB. The reactants are C(C)(C)(C)N1N=CC(=C1C1=CC=C(C=C1)F)C=1SC=C(N1)CC(=O)O (2-(2-(1-tert-butyl-5-(4-fluorophenyl)-1H-pyrazol-4-yl)thiazol-4-yl)acetic acid), N1CCOCC1 (morpholine). The product is C(C)(C)(C)N1N=CC(=C1C1=CC=C(C=C1)F)C=1SC=C(N1)CC(=O)N1CCOCC1 (4-({2-[1-tert-butyl-5-(4-fluorophenyl)-1H-pyrazol-4-yl]-1,3-thiazol-4-yl}acetyl)morpholine). As a reaction SMILES: [C:1]([N:5]1[C:9]([C:10]2[CH:15]=[CH:14][C:13]([F:16])=[CH:12][CH:11]=2)=[C:8]([C:17]2[S:18][CH:19]=[C:20]([CH2:22][C:23](O)=[O:24])[N:21]=2)[CH:7]=[N:6]1)([CH3:4])([CH3:3])[CH3:2].[NH:26]1[CH2:31][CH2:30][O:29][CH2:28][CH2:27]1>>[C:1]([N:5]1[C:9]([C:10]2[CH:15]=[CH:14][C:13]([F:16])=[CH:12][CH:11]=2)=[C:8]([C:17]2[S:18][CH:19]=[C:20]([CH2:22][C:23]([N:26]3[CH2:31][CH2:30][O:29][CH2:28][CH2:27]3)=[O:24])[N:21]=2)[CH:7]=[N:6]1)([CH3:4])([CH3:2])[CH3:3]. Procedure: Using 2-(2-(1-tert-butyl-5-(4-fluorophenyl)-1H-pyrazol-4-yl)thiazol-4-yl)acetic acid and morpholine and by reaction and purification in the same manner as in the method described in Example 1, step 7, the title compound was obtained. Reactants: C(C=C)(=O)OC(C)(C)C (tert-butyl acrylate), FC(C(=O)O)(F)F (trifluoroacetic acid), C(C=C)(=O)OC(C)(C)C (tert-butyl acrylate). Solvent: ClCCl (dichloromethane). Product: C(C=C)(=O)O (acrylic acid), CC(C)(C)OC(=O)C=C (poly(tert-butyl acrylate)), FC(C(=O)O)(F)F (TFA). As a reaction SMILES: [C:1]([O:5][C:6]([CH3:9])([CH3:8])[CH3:7])(=[O:4])[CH:2]=[CH2:3].[F:10][C:11]([F:16])([F:15])[C:12]([OH:14])=[O:13]>ClCCl>[C:1]([OH:5])(=[O:4])[CH:2]=[CH2:3].[CH3:7][C:6]([O:5][C:1]([CH:2]=[CH2:3])=[O:4])([CH3:9])[CH3:8].[F:10][C:11]([F:16])([F:15])[C:12]([OH:14])=[O:13]. Procedure: The multi-arm acrylic acid star polymer was synthesized and reported in FIG. 4. For example, the tert-butyl acrylate star polymer from Example 2 (2.50 g, 19.5 mmol) was dissolved in 200 mL of dichloromethane, and 75 mL of trifluoroacetic acid (TFA, 975 mmol) was then added. The mixture was stirred vigorously until the generation of white precipitate ceased. The precipitate was filtered and washed with dichloromethane and diethyl ether, and then dried under reduced pressure overnight. Treatment o...